This data is from the Open Reaction Database (ORD), a public repository of structured organic reaction records. The task is: describe an organic reaction: reactants, conditions, products, and yield Starting materials: BrC=1C=C(C(=O)O)C=CC1 (3-Bromobenzoic acid), CO (methanol). The reagents and catalysts are S(O)(O)(=O)=O (sulfuric acid). The product is BrC=1C=C(C(=O)OC)C=CC1 (methyl 3-bromobenzoate). Isolated yield 85.0%. RXN SMILES: [Br:1][C:2]1[CH:3]=[C:4]([CH:8]=[CH:9][CH:10]=1)[C:5]([OH:7])=[O:6].[CH3:11]O>S(=O)(=O)(O)O>[Br:1][C:2]1[CH:3]=[C:4]([CH:8]=[CH:9][CH:10]=1)[C:5]([O:7][CH3:11])=[O:6]. Procedure details: Part A: 3-Bromobenzoic acid (1.1 g, 5.47 mmol) was dissolved in methanol (20 ml) in a 50 ml flask. Concentrated sulfuric acid (2 drops) was added and the mixture was refluxed under nitrogen for ten hours then concentrated under reduced pressure. The residue was mixed with dichloromethane (20 ml) and saturated sodium bicarbonate solution (10 ml). The organic material was separated, dried (MgSO4) and concentrated under reduced pressure. The residue was flushed through silica gel with hexane/ethyl ... Reported procedure: Using (S)-3-(5-chloro-2-methoxy-phenyl)-3-fluoro-2-oxo-6-trifluoromethyl-2,3-dihydro-indole-1-carboxylic acid 2-(di-tert-butoxy-phosphoryloxy)-ethyl ester ((S)-VII, n=1) as starting material, the title compound was prepared analogously to (S)-3-(5-Chloro-2-methoxy-phenyl)-3-fluoro-2-oxo-6-trifluoromethyl-2,3-dihydro-indole-1-carboxylic acid 2-phosphonooxy-propyl ester; (S)-Ib, n=2) in 83%. 1H NMR (CDCl3, 500 MHz) δ 8.23 (s, 1H), 7.73 (d, 1H), 7.45 (d, 1H), 7.30 (d, 1H), 7.28 (d, 1H), 6.75 (d, 1H... RXN SMILES: C([O:5][P:6]([O:38]C(C)(C)C)([O:8][CH2:9][CH2:10][O:11][C:12]([N:14]1[C:22]2[C:17](=[CH:18][CH:19]=[C:20]([C:23]([F:26])([F:25])[F:24])[CH:21]=2)[C@@:16]([C:28]2[CH:33]=[C:32]([Cl:34])[CH:31]=[CH:30][C:29]=2[O:35][CH3:36])([F:27])[C:15]1=[O:37])=[O:13])=[O:7])(C)(C)C.P(OC(C)COC(N1C2C(=CC=C(C(F)(F)F)C=2)[C@@](C2C=C(Cl)C=CC=2OC)(F)C1=O)=O)(O)(O)=O>>[P:6]([O:8][CH2:9][CH2:10][O:11][C:12]([N:14]1[C:22]2[C:17](=[CH:18][CH:19]=[C:20]([C:23]([F:24])([F:25])[F:26])[CH:21]=2)[C@@:16]([C:28]2[CH:33]=[C:32]([Cl:34])[CH:31]=[CH:30][C:29]=2[O:35][CH3:36])([F:27])[C:15]1=[O:37])=[O:13])([OH:7])([OH:38])=[O:5]. The reactants are P(=O)(O)(O)OC(COC(=O)N1C([C@@](C2=CC=C(C=C12)C(F)(F)F)(F)C1=C(C=CC(=C1)Cl)OC)=O)C ((S)-3-(5-Chloro-2-methoxy-phenyl)-3-fluoro-2-oxo-6-trifluoromethyl-2,3-dihydro-indole-1-carboxylic acid 2-phosphonooxy-propyl ester), C(C)(C)(C)OP(=O)(OCCOC(=O)N1C([C@@](C2=CC=C(C=C12)C(F)(F)F)(F)C1=C(C=CC(=C1)Cl)OC)=O)OC(C)(C)C ((S)-3-(5-chloro-2-methoxy-phenyl)-3-fluoro-2-oxo-6-trifluoromethyl-2,3-dihydro-indole-1-carboxylic acid 2-(di-tert-butoxy-phosphoryloxy)-ethyl ester). Product: P(=O)(O)(O)OCCOC(=O)N1C([C@@](C2=CC=C(C=C12)C(F)(F)F)(F)C1=C(C=CC(=C1)Cl)OC)=O ((S)-3-(5-Chloro-2-methoxy-phenyl)-3-fluoro-2-oxo-6-trifluoromethyl-2,3-dihydro-indole-1-carboxylic acid 2-phosphonooxy-ethyl ester). The reactants are NC1=CC=CC=C1 (aniline), C1(=CC=CC=C1)C1=C2C=CC=CC2=C2C3=C(C=CC=C13)C=CC2 (7-phenyl-1H-benzo[de]anthracene), ( 15 ), C1C=CC=2C=CC=C3C=C4C=CC=CC4=C1C23 (1H-benzo[de]anthracene), asphaltene polycyclic, NC1=CC=CC=C1 (aniline), CC1=CC2=C(SC3=C2C=CC=C3)C=C1 (2-methyldibenzo[b,d]thiophene). The product is C1(=CC=CC=C1)C1=CC2=C(SC3=C2C=CC=C3)C=C1 (2-phenyldibenzo[b,d]thiophene). As a reaction SMILES: N[C:2]1[CH:7]=[CH:6][CH:5]=[CH:4][CH:3]=1.C1C2C3C(C=C4C=2C=CC=C4)=CC=CC=3C=C1.C1(C2C3C4=C(C=CCC4=C4C=2C=CC=C4)C=CC=3)C=CC=CC=1.C[C:49]1[CH:61]=[CH:60][C:52]2[S:53][C:54]3[CH:59]=[CH:58][CH:57]=[CH:56][C:55]=3[C:51]=2[CH:50]=1>>[C:2]1([C:57]2[CH:58]=[CH:59][C:54]3[S:53][C:52]4[CH:60]=[CH:61][CH:49]=[CH:50][C:51]=4[C:55]=3[CH:56]=2)[CH:7]=[CH:6][CH:5]=[CH:4][CH:3]=1. Procedure: For example, the reaction of aniline with 1H-benzo[de]anthracene of the asphaltene polycyclic core forms the 7-phenyl-1H-benzo[de]anthracene compound as shown (15), and the reaction of aniline with 2-methyldibenzo[b,d]thiophene yields 2-phenyldibenzo[b,d]thiophene (16).